This data is from the Open Reaction Database (ORD), a public repository of structured organic reaction records. The task is: describe an organic reaction: reactants, conditions, products, and yield Reactants: [Br-], [Br-], [Br-], CO, Cl, O=[N+]([O-])c1ccc2[nH]ncc2c1, [Na+], [OH-], O, c1cc[nH+]cc1, c1cc[nH+]cc1, c1cc[nH+]cc1. Yields the product O=[N+]([O-])c1ccc2[nH]nc(Br)c2c1. RXN SMILES: [Br-:15].[Br-:16].[Br-:17].[CH3:38][OH:39].[ClH:36].[N+:3](=[O:4])([O-:5])[c:6]1[cH:7][c:8]2[cH:9][n:10][nH:11][c:12]2[cH:13][cH:14]1.[Na+:2].[OH-:1].[OH2:37].[nH+:18]1[cH:19][cH:20][cH:21][cH:22][cH:23]1.[nH+:24]1[cH:25][cH:26][cH:27][cH:28][cH:29]1.[nH+:30]1[cH:31][cH:32][cH:33][cH:34][cH:35]1>>[N+:3](=[O:4])([O-:5])[c:6]1[cH:7][c:8]2[c:9]([Br:15])[n:10][nH:11][c:12]2[cH:13][cH:14]1. The reactants are O=C([O-])[O-], COC(=O)c1cc(O)c(C)c(O)c1, CI, [K+], [K+], CN(C)C=O. Product: COC(=O)c1cc(O)c(C)c(OC)c1. Reaction SMILES: [C:14](=[O:15])([O-:16])[O-:17].[CH3:1][O:2][C:3]([c:4]1[cH:5][c:6]([OH:12])[c:7]([CH3:11])[c:8]([OH:10])[cH:9]1)=[O:13].[CH3:20][I:21].[K+:18].[K+:19].[O:22]=[CH:23][N:24]([CH3:25])[CH3:26]>>[CH3:1][O:2][C:3]([c:4]1[cH:5][c:6]([O:12][CH3:14])[c:7]([CH3:11])[c:8]([OH:10])[cH:9]1)=[O:13]. Reactants: [Cl-].[NH4+] (ammonium chloride), S1C=CC2=NC=CC(=C21)CC(=O)O ((thieno[3,2-b]pyridin-7-yl)acetic acid), N (ammonia). Run in C(C)O (ethanol). Run at temperature -78 celsius. Yields the product S1C=CC2=NC=CC(=C21)CC(=O)N (2-(Thieno[3,2-b]pyridin-7-yl)acetamide). The yield is 55.6%. RXN SMILES: [S:1]1[C:9]2[C:4](=[N:5][CH:6]=[CH:7][C:8]=2[CH2:10][C:11]([OH:13])=O)[CH:3]=[CH:2]1.[Cl-].[NH4+:15].N>C(O)C>[S:1]1[C:9]2[C:4](=[N:5][CH:6]=[CH:7][C:8]=2[CH2:10][C:11]([NH2:15])=[O:13])[CH:3]=[CH:2]1 |f:1.2|. Procedure details: In a high pressure flask, dissolve (thieno[3,2-b]pyridin-7-yl)acetic acid (3.02 g, 13.65 mmol) in absolute ethanol (100 mL). Add ammonium chloride (1.09 g, 20.38 mmol) to the solution. Cool the solution to −78° C. Condense ammonia gas into the solution by bubbling (15 minutes at 10 psi). Seal the flask and slowly bring to ambient temperature. Stir the reaction at room temperature for 4 days. Cool the reaction vessel to −78° C. Open the flask and allow it to slowly return to ambient pressure. Fil... Starting materials: COC(=O)c1ccc(C#N)cc1, O, CCOP([O-])(=S)SCC. The product is COC(=O)c1ccc(C(N)=S)cc1. Reaction SMILES: [CH3:1][O:2][C:3]([c:4]1[cH:5][cH:6][c:7]([C:10]#[N:11])[cH:8][cH:9]1)=[O:12].[OH2:22].[P:13](=[S:14])([O-:15])([O:16][CH2:17][CH3:18])[S:19][CH2:20][CH3:21]>>[CH3:1][O:2][C:3]([c:4]1[cH:5][cH:6][c:7]([C:10]([NH2:11])=[S:14])[cH:8][cH:9]1)=[O:12]. The reactants are hydrobromide salt, Br.Br.NC=1SC2=C(C[C@@H]3CCCN([C@H]3C2)C)N1 (Trans-(±)-2-amino-5-methyl-4,4a,5,6,7,8,8a,9-octahydrothiazolo[4,5-g]quinoline, dihydrobromide salt), [OH-].[NH4+] (ammonium hydroxide), C(C)O (ethanol), NC(=S)N (thiourea). Run in C(Cl)(Cl)Cl.CO (chloroform methanol). Yields the product NC=1SC2=C(C[C@@H]3CCCN([C@H]3C2)C)N1 (Trans-(±)-2-amino-5-methyl-4,4a,5,6,7,8,8a,9-octahydrothiazolo[4,5-g]quinoline). RXN SMILES: C(O)C.NC(N)=S.Br.Br.[NH2:10][C:11]1[S:12][C:13]2[CH2:22][C@H:21]3[C@@H:16]([CH2:17][CH2:18][CH2:19][N:20]3[CH3:23])[CH2:15][C:14]=2[N:24]=1.[OH-].[NH4+]>C(Cl)(Cl)Cl.CO>[NH2:10][C:11]1[S:12][C:13]2[CH2:22][C@H:21]3[C@@H:16]([CH2:17][CH2:18][CH2:19][N:20]3[CH3:23])[CH2:15][C:14]=2[N:24]=1 |f:2.3.4,5.6,7.8|. Procedure details: About 10.8 millimole of the above hydrobromide salt were dissolved in 30 ml. of anhydrous ethanol to which had been added 1.03 g. of thiourea. The reaction was carried out and the product isolated according to the procedure of Example 1. Trans-(±)-2-amino-5-methyl-4,4a,5,6,7,8,8a,9-octahydrothiazolo[4,5-g]quinoline, dihydrobromide salt thus prepared was twice crystallized from methanol to yield 0.61 g. of a colorless crystalline solid melting above 235° C. TLC using 4:1 chloroform-methanol with ... Reported procedure: The title compound was prepared by a method analogous to that described in Preparation 3 from (S)-spiro[1-azabicyclo[2.2.2]octan-3,5′-oxazolidin]-2′-one and 3-bromo-5-(2-pyridyl)-furan with 2 equivalents of copper (I) iodide. The title compound (90 mg) was obtained as a pale yellow solid, m/z 342 (MH+). Product: N1=C(C=CC=C1)C=1OC=C(C1)N1C(O[C@@]2(C1)CN1CCC2CC1)=O ((R)-3′-[2-(2-Pyridyl)furan-4-yl]spiro[1-azabicyclo[2.2.2]octan-3,5′-oxazolidin]-2′-one). Reactants: O1C(NC[C@@]12CN1CCC2CC1)=O ((S)-spiro[1-azabicyclo[2.2.2]octan-3,5′-oxazolidin]-2′-one), BrC1=COC(=C1)C1=NC=CC=C1 (3-bromo-5-(2-pyridyl)-furan). The reagents and catalysts are [Cu]I (copper (I) iodide). RXN SMILES: [O:1]1[C@@:5]2([CH:10]3[CH2:11][CH2:12][N:7]([CH2:8][CH2:9]3)[CH2:6]2)[CH2:4][NH:3][C:2]1=[O:13].Br[C:15]1[CH:19]=[C:18]([C:20]2[CH:25]=[CH:24][CH:23]=[CH:22][N:21]=2)[O:17][CH:16]=1>[Cu]I>[N:21]1[CH:22]=[CH:23][CH:24]=[CH:25][C:20]=1[C:18]1[O:17][CH:16]=[C:15]([N:3]2[CH2:4][C@:5]3([CH:10]4[CH2:11][CH2:12][N:7]([CH2:8][CH2:9]4)[CH2:6]3)[O:1][C:2]2=[O:13])[CH:19]=1. The reactants are C(C)(C)(C)C1=CC(=C(C=C1)C=1N([C@@H]([C@@H](N1)C1=CC=C(C=C1)Cl)C1=CC=C(C=C1)Cl)C(=O)Cl)OCC ((4S,5R)-2-(4-tert-butyl-2-ethoxy-phenyl)-4,5-bis-(4-chloro-phenyl)-4,5-dihydro-imidazole-1-carbonyl chloride), N1(CCNCC1)CCC#N (3-piperazin-1-yl-propionitrile). Yields the product Cl.C(C)(C)(C)C1=CC(=C(C=C1)C=1N([C@@H]([C@@H](N1)C1=CC=C(C=C1)Cl)C1=CC=C(C=C1)Cl)C(=O)N1CCN(CC1)CCC#N)OCC (3-{4-[(4S,5R)-2-(4-tert-Butyl-2-ethoxy-phenyl)-4,5-bis-(4-chloro-phenyl)-4,5-dihydro-imidazole-1-carbonyl]-piperazin-1-yl}-propionitrile hydrochloride). As a reaction SMILES: [C:1]([C:5]1[CH:10]=[CH:9][C:8]([C:11]2[N:12]([C:30](Cl)=[O:31])[C@H:13]([C:23]3[CH:28]=[CH:27][C:26]([Cl:29])=[CH:25][CH:24]=3)[C@H:14]([C:16]3[CH:21]=[CH:20][C:19]([Cl:22])=[CH:18][CH:17]=3)[N:15]=2)=[C:7]([O:33][CH2:34][CH3:35])[CH:6]=1)([CH3:4])([CH3:3])[CH3:2].[N:36]1([CH2:42][CH2:43][C:44]#[N:45])[CH2:41][CH2:40][NH:39][CH2:38][CH2:37]1>>[ClH:22].[C:1]([C:5]1[CH:10]=[CH:9][C:8]([C:11]2[N:12]([C:30]([N:39]3[CH2:40][CH2:41][N:36]([CH2:42][CH2:43][C:44]#[N:45])[CH2:37][CH2:38]3)=[O:31])[C@H:13]([C:23]3[CH:24]=[CH:25][C:26]([Cl:29])=[CH:27][CH:28]=3)[C@H:14]([C:16]3[CH:21]=[CH:20][C:19]([Cl:22])=[CH:18][CH:17]=3)[N:15]=2)=[C:7]([O:33][CH2:34][CH3:35])[CH:6]=1)([CH3:4])([CH3:3])[CH3:2] |f:2.3|. Reported procedure: 3-{4-[(4S,5R)-2-(4-tert-Butyl-2-ethoxy-phenyl)-4,5-bis-(4-chloro-phenyl)-4,5-dihydro-imidazole-1-carbonyl]-piperazin-1-yl}-propionitrile hydrochloride was prepared from (4S,5R)-2-(4-tert-butyl-2-ethoxy-phenyl)-4,5-bis-(4-chloro-phenyl)-4,5-dihydro-imidazole-1-carbonyl chloride (example 11) and 3-piperazin-1-yl-propionitrile (example 16f) in an analogous manner as described in example 25. LR-MS: 632.4 [(M+H)+]